This data is from the Open Reaction Database (ORD), a public repository of structured organic reaction records. The task is: describe an organic reaction: reactants, conditions, products, and yield Reactants: [C@H]12N[C@@H](C[C@@H]2C1)CNC(=O)C=1C=CC=C2C1C=CO2 (benzofuran-4-carboxylic acid [(1S,3S,5S)-2-aza-bicyclo[3.1.0]hex-3-ylmethyl]-amide), NC=1SC(=C(N1)C(=O)O)C1=CC(=CC=C1)F (2-amino-5-(3-fluoro-phenyl)-thiazole-4-carboxylic acid). Yields the product NC=1SC(=C(N1)C(=O)N1[C@H]2C[C@H]2C[C@H]1CNC(=O)C=1C=CC=C2C1C=CO2)C2=CC(=CC=C2)F (benzofuran-4-carboxylic acid {(1S,3S,5S)-2-[2-amino-5-(3-fluoro-phenyl)-thiazole-4-carbonyl]-2-aza-bicyclo[3.1.0]hex-3-ylmethyl}-amide). As a reaction SMILES: [C@H:1]12[CH2:6][C@H:5]1[CH2:4][C@@H:3]([CH2:7][NH:8][C:9]([C:11]1[CH:12]=[CH:13][CH:14]=[C:15]3[O:19][CH:18]=[CH:17][C:16]=13)=[O:10])[NH:2]2.[NH2:20][C:21]1[S:22][C:23]([C:29]2[CH:34]=[CH:33][CH:32]=[C:31]([F:35])[CH:30]=2)=[C:24]([C:26](O)=[O:27])[N:25]=1>>[NH2:20][C:21]1[S:22][C:23]([C:29]2[CH:34]=[CH:33][CH:32]=[C:31]([F:35])[CH:30]=2)=[C:24]([C:26]([N:2]2[C@H:3]([CH2:7][NH:8][C:9]([C:11]3[CH:12]=[CH:13][CH:14]=[C:15]4[O:19][CH:18]=[CH:17][C:16]=34)=[O:10])[CH2:4][C@H:5]3[C@@H:1]2[CH2:6]3)=[O:27])[N:25]=1. Reported procedure: prepared by reaction of benzofuran-4-carboxylic acid [(1S,3S,5S)-2-aza-bicyclo[3.1.0]hex-3-ylmethyl]-amide with 2-amino-5-(3-fluoro-phenyl)-thiazole-4-carboxylic acid. LC-MS (basic): tR=1.31 min; [M+H]+=477.1. Starting materials: OCC1OC(n2cnc3c(Cl)ncnc32)C(O)C1O, [Li+], [N-]=[N+]=[N-], CN(C)C=O. Product: [N-]=[N+]=Nc1ncnc2c1ncn2C1OC(CO)C(O)C1O. RXN SMILES: [CH:1]1([n:10]2[c:11]3[n:12][cH:13][n:14][c:15]([Cl:19])[c:16]3[n:17][cH:18]2)[CH:2]([OH:3])[CH:4]([OH:5])[CH:6]([CH2:8][OH:9])[O:7]1.[Li+:23].[N-:20]=[N+:21]=[N-:22].[O:24]=[CH:25][N:26]([CH3:27])[CH3:28]>>[CH:1]1([n:10]2[c:11]3[n:12][cH:13][n:14][c:15]([N:20]=[N+:21]=[N-:22])[c:16]3[n:17][cH:18]2)[CH:2]([OH:3])[CH:4]([OH:5])[CH:6]([CH2:8][OH:9])[O:7]1. Starting materials: C(CCC)C1=NC=NN1 (5-butyl-1H-1,2,4-triazole), BrCC1=CC=C(C=C1)C1=C(C=CC=C1)C(=O)OC (4-bromomethyl-2′-methoxycarbonylbiphenyl). Yields the product C(CCC)C1=NC=NN1CC1=CC=C(C=C1)C=1C(=CC=CC1)C(=O)O (4′-[(5-butyl-1H-1,2,4-triazol-1-yl)methyl]-[1,1′-biphenyl]-2-carboxylic acid). Yield: 20.5%. Reaction SMILES: [CH2:1]([C:5]1[NH:9][N:8]=[CH:7][N:6]=1)[CH2:2][CH2:3][CH3:4].Br[CH2:11][C:12]1[CH:17]=[CH:16][C:15]([C:18]2[CH:23]=[CH:22][CH:21]=[CH:20][C:19]=2[C:24]([O:26]C)=[O:25])=[CH:14][CH:13]=1>>[CH2:1]([C:5]1[N:9]([CH2:11][C:12]2[CH:17]=[CH:16][C:15]([C:18]3[C:19]([C:24]([OH:26])=[O:25])=[CH:20][CH:21]=[CH:22][CH:23]=3)=[CH:14][CH:13]=2)[N:8]=[CH:7][N:6]=1)[CH2:2][CH2:3][CH3:4]. Procedure details: Following General Procedure A, 5.0 g (39.9 mmol) of 5-butyl-1H-1,2,4-triazole was coupled with 12.2 g (39.9 mmol) of the alkylating reagent prepared in step 1 of Example 1 to give 3.1 g (22%) of a faster moving isomer: NMR (CDCl3) δ 0.90 (t, J=8 Hz, 3H), 1.29–1.45 (m, 2H), 1.63–1.76 (m, 2H), 2.71 (t, J=8 Hz, 2H), 3.62 (s, 3H), 5.34 (s, 2H), 7.14–7.20 (m, 2H), 7.24–7.33 (m, 3H), 7.40 (dt, J=8 and 2 Hz, 1H), 7.50 (dt, J=8 and 2 Hz, 1H), 7.82 (dd, J=8 and 2 Hz, 1H), 7.85 (s, 1H) and 3.7 g (26%) of ... Reactants: ON=C(C(=O)OCC)C(=O)C1=CC=C(C=C1)OC (Ethyl 2-hydroxyimino-3-(4-methoxyphenyl)-3-oxopropionate), N1(CCCC1)C1=CC=C(CN)C=C1 (4-(1-pyrrolidinyl)benzylamine). Product: COC1=CC=C(C=C1)C1=C(N=C(N1)C1=CC=C(C=C1)N1CCCC1)C(=O)OCC (ethyl 5-(4-methoxyphenyl)-2-(4-(1-pyrrolidinyl)phenyl)imidazole-4-carboxylate). Reaction SMILES: O[N:2]=[C:3]([C:9]([C:11]1[CH:16]=[CH:15][C:14]([O:17][CH3:18])=[CH:13][CH:12]=1)=O)[C:4]([O:6][CH2:7][CH3:8])=[O:5].[N:19]1([C:24]2[CH:31]=[CH:30][C:27]([CH2:28][NH2:29])=[CH:26][CH:25]=2)[CH2:23][CH2:22][CH2:21][CH2:20]1>>[CH3:18][O:17][C:14]1[CH:15]=[CH:16][C:11]([C:9]2[NH:29][C:28]([C:27]3[CH:26]=[CH:25][C:24]([N:19]4[CH2:23][CH2:22][CH2:21][CH2:20]4)=[CH:31][CH:30]=3)=[N:2][C:3]=2[C:4]([O:6][CH2:7][CH3:8])=[O:5])=[CH:12][CH:13]=1. Procedure: Ethyl 2-hydroxyimino-3-(4-methoxyphenyl)-3-oxopropionate, 4-(1-pyrrolidinyl)benzylamine is reacted and treated in the same manner as in Starting Material Synthetic Example 1 to give ethyl 5-(4-methoxyphenyl)-2-(4-(1-pyrrolidinyl)phenyl)imidazole-4-carboxylate. Ethyl 5-(4-methoxyphenyl)-2-(4-(1-pyrrolidinyl)-phenyl)imidazole-4-carboxylate is reacted and treated in the same manner as in Starting Material Synthetic Example 2 to give 5-(4-methoxyphenyl)-2-(4-(1-pyrrolidinyl)phenyl)imidazole-4-carbox... Starting materials: Cc1cc(O)cc(C)c1Br, CCCCP(CCCC)CCCC, COC(=O)c1ccc(C(O)C(C)C)cc1, Cc1ccccc1, O=C(N=NC(=O)N1CCCCC1)N1CCCCC1. Yields the product COC(=O)c1ccc(C(Oc2cc(C)c(Br)c(C)c2)C(C)C)cc1. Reaction SMILES: [Br:47][c:48]1[c:49]([CH3:56])[cH:50][c:51]([OH:55])[cH:52][c:53]1[CH3:54].[CH2:34]([P:35]([CH2:36][CH2:37][CH2:38][CH3:39])[CH2:40][CH2:41][CH2:42][CH3:43])[CH2:44][CH2:45][CH3:46].[CH3:1][O:2][C:3]([c:4]1[cH:5][cH:6][c:7]([CH:10]([CH:11]([CH3:12])[CH3:13])[OH:14])[cH:8][cH:9]1)=[O:15].[CH3:57][c:58]1[cH:59][cH:60][cH:61][cH:62][cH:63]1.[N:16]([C:17]([N:18]1[CH2:19][CH2:20][CH2:21][CH2:22][CH2:23]1)=[O:24])=[N:25][C:26]([N:27]1[CH2:28][CH2:29][CH2:30][CH2:31][CH2:32]1)=[O:33]>>[CH3:1][O:2][C:3]([c:4]1[cH:5][cH:6][c:7]([CH:10]([CH:11]([CH3:12])[CH3:13])[O:14][c:51]2[cH:50][c:49]([CH3:56])[c:48]([Br:47])[c:53]([CH3:54])[cH:52]2)[cH:8][cH:9]1)=[O:15]. Reactants: CN1CCC(CC1)OC(C(C1=CC=CC=C1)(C1=CC=CC=C1)O)=O (Hydroxy-diphenyl-acetic-acid-1-methyl-piperidin-4-yl-ester), C(C1=CC=CC=C1)OC(C1=CC=C(C=C1)CCBr)=O (4-(2-bromo-ethyl)-benzoic acid benzyl ester). The solvent is CN(C)C=O (DMF). Run at temperature 50 celsius, time 20 hour. Product: [Br-].C(C1=CC=CC=C1)OC(=O)C1=CC=C(C=C1)CC[N+]1(CCC(CC1)OC(C(C1=CC=CC=C1)(C1=CC=CC=C1)O)=O)C (1-[2-(4-Benzyloxycarbonyl-phenyl)-ethyl]-4-(2-hydroxy-2,2-diphenyl-acetoxy)-1-methyl-piperidinium bromide). RXN SMILES: [CH3:1][N:2]1[CH2:7][CH2:6][CH:5]([O:8][C:9](=[O:24])[C:10]([OH:23])([C:17]2[CH:22]=[CH:21][CH:20]=[CH:19][CH:18]=2)[C:11]2[CH:16]=[CH:15][CH:14]=[CH:13][CH:12]=2)[CH2:4][CH2:3]1.[CH2:25]([O:32][C:33](=[O:43])[C:34]1[CH:39]=[CH:38][C:37]([CH2:40][CH2:41][Br:42])=[CH:36][CH:35]=1)[C:26]1[CH:31]=[CH:30][CH:29]=[CH:28][CH:27]=1>CN(C=O)C>[Br-:42].[CH2:25]([O:32][C:33]([C:34]1[CH:39]=[CH:38][C:37]([CH2:40][CH2:41][N+:2]2([CH3:1])[CH2:3][CH2:4][CH:5]([O:8][C:9](=[O:24])[C:10]([OH:23])([C:11]3[CH:16]=[CH:15][CH:14]=[CH:13][CH:12]=3)[C:17]3[CH:22]=[CH:21][CH:20]=[CH:19][CH:18]=3)[CH2:6][CH2:7]2)=[CH:36][CH:35]=1)=[O:43])[C:26]1[CH:31]=[CH:30][CH:29]=[CH:28][CH:27]=1 |f:3.4|. Procedure: Hydroxy-diphenyl-acetic-acid-1-methyl-piperidin-4-yl-ester (1.56 g, 4.8 mmol) and 4-(2-bromo-ethyl)-benzoic acid benzyl ester (2.3 ml, 7.21 mmol) are dissolved in DMF (5 ml) and stirred at 50° C. for 20 hours, followed by heating at 60° C. for 5 hours. Concentration and purification twice by C-18 reverse phase chromatography (eluant: water/acetonitrile) gives the title compound as a mixture of diastereoisomers. Starting materials: CC(C)(C)OC(=O)N1CC(Oc2cc(Br)ccc2C=O)C1, Cc1ccccc1B(O)O, CCOC(C)=O, [K+], [K+], [K+], O=P([O-])([O-])[O-]. Yields the product Cc1ccccc1-c1ccc(C=O)c(OC2CN(C(=O)OC(C)(C)C)C2)c1. Reaction SMILES: [C:1]([CH3:2])([CH3:3])([CH3:4])[O:5][C:6](=[O:7])[N:8]1[CH2:9][CH:10]([O:12][c:13]2[c:14]([CH:20]=[O:21])[cH:15][cH:16][c:17]([Br:19])[cH:18]2)[CH2:11]1.[CH3:22][c:23]1[c:24]([B:29]([OH:30])[OH:31])[cH:25][cH:26][cH:27][cH:28]1.[CH3:40][CH2:41][O:42][C:43]([CH3:44])=[O:45].[K+:37].[K+:38].[K+:39].[P:32]([O-:33])([O-:34])([O-:35])=[O:36]>>[C:1]([CH3:2])([CH3:3])([CH3:4])[O:5][C:6](=[O:7])[N:8]1[CH2:9][CH:10]([O:12][c:13]2[c:14]([CH:20]=[O:21])[cH:15][cH:16][c:17](-[c:24]3[c:23]([CH3:22])[cH:28][cH:27][cH:26][cH:25]3)[cH:18]2)[CH2:11]1.